Dataset: the Open Reaction Database (ORD), a public repository of structured organic reaction records. Task: describe an organic reaction: reactants, conditions, products, and yield Reactants: C(C1=CC=CC=C1)(=O)NC1=CC=C(C=C1)NC1=C2C3=C(C(NC2=NC=C1)=O)C=C(C=C3)C(=O)O (1-(4-Benzamidophenylamino)-6-oxo-5,6-dihydrobenzo[c][1,8]naphthyridine-8-carboxylic acid), CN(CCN)C (N*1*,N*1*-dimethyl-ethane-1,2-diamine). Yields the product C(C1=CC=CC=C1)(=O)NC1=CC=C(C=C1)NC1=C2C3=C(C(NC2=NC=C1)=O)C=C(C=C3)C(=O)NCCN(C)C (1-(4-Benzamidophenylamino)-N-(2-(dimethylamino)ethyl)-6-oxo-5,6-dihydrobenzo[c][1,8]naphthyridine-8-carboxamide). As a reaction SMILES: [C:1]([NH:9][C:10]1[CH:15]=[CH:14][C:13]([NH:16][C:17]2[CH:26]=[CH:25][N:24]=[C:23]3[C:18]=2[C:19]2[CH:31]=[CH:30][C:29]([C:32](O)=[O:33])=[CH:28][C:20]=2[C:21](=[O:27])[NH:22]3)=[CH:12][CH:11]=1)(=[O:8])[C:2]1[CH:7]=[CH:6][CH:5]=[CH:4][CH:3]=1.[CH3:35][N:36]([CH3:40])[CH2:37][CH2:38][NH2:39]>>[C:1]([NH:9][C:10]1[CH:11]=[CH:12][C:13]([NH:16][C:17]2[CH:26]=[CH:25][N:24]=[C:23]3[C:18]=2[C:19]2[CH:31]=[CH:30][C:29]([C:32]([NH:39][CH2:38][CH2:37][N:36]([CH3:40])[CH3:35])=[O:33])=[CH:28][C:20]=2[C:21](=[O:27])[NH:22]3)=[CH:14][CH:15]=1)(=[O:8])[C:2]1[CH:7]=[CH:6][CH:5]=[CH:4][CH:3]=1. Procedure: The title compound was synthesized according to the procedure described for the preparation of Example 269 using 268 (30 mg, 0.07 mmol) and N*1*,N*1*-dimethyl-ethane-1,2-diamine to provide 270. LC-MS (M+H=521, obsd.=521). Starting materials: CC(=O)Nc1ccc(Oc2ccccc2)cc1, O, O=[N+]([O-])O. Yields the product CC(=O)Nc1ccc(Oc2ccccc2)cc1[N+](=O)[O-]. As a reaction SMILES: [O:1]([c:2]1[cH:3][cH:4][cH:5][cH:6][cH:7]1)[c:8]1[cH:9][cH:10][c:11]([NH:14][C:15]([CH3:16])=[O:17])[cH:12][cH:13]1.[OH2:22].[OH:18][N+:19]([O-:20])=[O:21]>>[O:1]([c:2]1[cH:3][cH:4][cH:5][cH:6][cH:7]1)[c:8]1[cH:9][c:10]([N+:19](=[O:18])[O-:20])[c:11]([NH:14][C:15]([CH3:16])=[O:17])[cH:12][cH:13]1.